Dataset: the Open Reaction Database (ORD), a public repository of structured organic reaction records. Task: describe an organic reaction: reactants, conditions, products, and yield Reactants: CCOC(=O)c1cccc([N+](=O)[O-])c1NC(=O)OC(C)(C)C, N#Cc1ccccc1-c1ccc(CBr)cc1, ClCCl, [H-], [I-], [K+], [Na+], C1CCOC1, O=C(O)C(F)(F)F. The product is CCOC(=O)c1cccc([N+](=O)[O-])c1NCc1ccc(-c2ccccc2C#N)cc1. As a reaction SMILES: [C:1]([O:2][C:6](=[O:3])[NH:8][c:9]1[c:10]([C:11](=[O:12])[O:13][CH2:14][CH3:15])[cH:16][cH:17][cH:18][c:19]1[N+:20](=[O:21])[O-:22])([CH3:4])([CH3:5])[CH3:7].[C:25](#[N:26])[c:27]1[c:28](-[c:33]2[cH:34][cH:35][c:36]([CH2:37][Br:38])[cH:39][cH:40]2)[cH:29][cH:30][cH:31][cH:32]1.[CH2:55]([Cl:56])[Cl:57].[H-:23].[I-:42].[K+:41].[Na+:24].[O:43]1[CH2:44][CH2:45][CH2:46][CH2:47]1.[OH:48][C:49]([C:50]([F:51])([F:52])[F:53])=[O:54]>>[CH2:6]([NH:8][c:9]1[c:10]([C:11](=[O:12])[O:13][CH2:14][CH3:15])[cH:16][cH:17][cH:18][c:19]1[N+:20](=[O:21])[O-:22])[c:36]1[cH:35][cH:34][c:33](-[c:28]2[c:27]([C:25]#[N:26])[cH:32][cH:31][cH:30][cH:29]2)[cH:40][cH:39]1. Reactants: BrCCC(C(=O)OCC)C (ethyl 4-bromo-2-methylbutyrate), N1CCOCC1 (morpholine). The solvent is C1=CC=CC=C1 (benzene). Reaction conditions: time 40 hour. Product: CC(C(=O)OCC)CCN1CCOCC1 (Ethyl 2-methyl-4-morpholinobutyrate). Reaction SMILES: Br[CH2:2][CH2:3][CH:4]([CH3:10])[C:5]([O:7][CH2:8][CH3:9])=[O:6].[NH:11]1[CH2:16][CH2:15][O:14][CH2:13][CH2:12]1>C1C=CC=CC=1>[CH3:10][CH:4]([CH2:3][CH2:2][N:11]1[CH2:16][CH2:15][O:14][CH2:13][CH2:12]1)[C:5]([O:7][CH2:8][CH3:9])=[O:6]. Procedure: A mixture of 40.0 g. (0.19 mole) of ethyl 4-bromo-2-methylbutyrate (Tetrahedron 21, 2966 (1965)), 66.0 g. (0.76 mole) of morpholine and 750 ml. of benzene was heated at 60°C. for 5 hours and stirred at room temperature for a total of 40 hours. A colorless solid was removed by filtration, and the mother liquor was evaporated to give a colorless, mobile residue. This material was combined with 250 ml. of ether and filtered to remove a small amount of additional solid. The solution was concentrated... The reactants are CC(Cl)c1cccnc1, CCOC(=O)C1(C(=O)O)CCC1. Reagents/catalysts: O=C([O-])[O-].[Cs+].[Cs+] (cesium carbonate), [I-].[K+] (potassium iodide). Run in CN(C)C=O (DMF), CN(C)C=O (dmf), CN(C)C=O (DMF). Conditions: temperature 70 celsius, time 16 hour. The product is CCOC(=O)C1(C(=O)OC(C)c2cccnc2)CCC1.